Dataset: the Open Reaction Database (ORD), a public repository of structured organic reaction records. Task: describe an organic reaction: reactants, conditions, products, and yield Reactants: NC1=C(C(=O)N)C=CC=N1 (2-amino-nicotinamide), COC(COCCC1=CC(=CC=C1)OC)=O ([2-(3-methoxy-phenyl)-ethoxy]-acetic acid methyl ester), [Li+].C[Si](C)(C)[N-][Si](C)(C)C (LiHMDS). Run in C1CCOC1 (THF). Yields the product COC=1C=C(C=CC1)CCOCC=1NC(C2=C(N1)N=CC=C2)=O (2-[2-(3-Methoxy-phenyl)-ethoxymethyl]-3H-pyrido[2,3-d]pyrimidin-4-one). As a reaction SMILES: [NH2:1][C:2]1[N:10]=[CH:9][CH:8]=[CH:7][C:3]=1[C:4]([NH2:6])=[O:5].CO[C:13](=O)[CH2:14][O:15][CH2:16][CH2:17][C:18]1[CH:23]=[CH:22][CH:21]=[C:20]([O:24][CH3:25])[CH:19]=1.[Li+].C[Si]([N-][Si](C)(C)C)(C)C>C1COCC1>[CH3:25][O:24][C:20]1[CH:19]=[C:18]([CH2:17][CH2:16][O:15][CH2:14][C:13]2[NH:6][C:4](=[O:5])[C:3]3[CH:7]=[CH:8][CH:9]=[N:10][C:2]=3[N:1]=2)[CH:23]=[CH:22][CH:21]=1 |f:2.3|. Procedure: In analogy to example 91.3, 2-amino-nicotinamide and [2-(3-methoxy-phenyl)-ethoxy]-acetic acid methyl ester (prepared from 2-(3-methoxyphenyl)ethanol [5020-41-7] in analogy to example 91.1-91.2) reacted in the presence of LiHMDS in THF to yield after purification of the crude product with column chromatography (silica gel, EtOAc) 2-[2-(3-methoxy-phenyl)-ethoxymethyl]-3H-pyrido[2,3-d]pyrimidin-4-one as white solid. MS (m/e): 312.2 [M+H+]. The reactants are COc1ccc(CBr)cc1OC, CN(C)C=O, [H-], [Na+], O=c1[nH]c2cc(C(F)(F)F)ccc2n1C1CCC(O)CC1. Product: COc1ccc(Cn2c(=O)n(C3CCC(O)CC3)c3ccc(C(F)(F)F)cc32)cc1OC. RXN SMILES: [CH3:24][O:25][c:26]1[cH:27][c:28]([CH2:29][Br:30])[cH:31][cH:32][c:33]1[O:34][CH3:35].[CH3:36][N:37]([CH3:38])[CH:39]=[O:40].[H-:22].[Na+:23].[OH:1][CH:2]1[CH2:3][CH2:4][CH:5]([n:8]2[c:9](=[O:21])[nH:10][c:11]3[c:12]2[cH:13][cH:14][c:15]([C:17]([F:18])([F:19])[F:20])[cH:16]3)[CH2:6][CH2:7]1>>[OH:1][CH:2]1[CH2:3][CH2:4][CH:5]([n:8]2[c:9](=[O:21])[n:10]([CH2:29][c:28]3[cH:27][c:26]([O:25][CH3:24])[c:33]([O:34][CH3:35])[cH:32][cH:31]3)[c:11]3[c:12]2[cH:13][cH:14][c:15]([C:17]([F:18])([F:19])[F:20])[cH:16]3)[CH2:6][CH2:7]1. Reactants: FC(CNN)(F)F (2,2,2-Trifluoroethylhydrazine), C(/C(/Cl)=C(/Cl)\C=O)(=O)O (mucochloric acid). The solvent is C(C)O (ethanol). The product is FC(CN1N=CC(=C(C1=O)Cl)Cl)(F)F (2-(2,2,2-Trifluoroethyl)-4,5-dichloro-3(2H)-pyridazinone). As a reaction SMILES: [F:1][C:2]([F:7])([F:6])[CH2:3][NH:4][NH2:5].[C:8](O)(=[O:15])/[C:9](=[C:11](\[CH:13]=O)/[Cl:12])/[Cl:10]>C(O)C>[F:1][C:2]([F:7])([F:6])[CH2:3][N:4]1[C:8](=[O:15])[C:9]([Cl:10])=[C:11]([Cl:12])[CH:13]=[N:5]1. Procedure: 2,2,2-Trifluoroethylhydrazine (70% solution in water, 35.0 g, 0.307 mol) was treated with mucochloric acid (51.88 g, 0.307 mol) in ethanol (300 mL) and refluxed for 5 hours. The solvent was concentrated in vacuo. The crystals obtained were washed with water and air dried (yield: 50 g; 67.5%). 1H NMR (300 MHz, CDCl3) δ 4.8 (q, J=9 Hz, 2H), 7.85 (s, 1H). MS (DCl-NH3) m/z 264 (M+NH4)+.